Dataset: the Open Reaction Database (ORD), a public repository of structured organic reaction records. Task: describe an organic reaction: reactants, conditions, products, and yield Starting materials: SCCS, CC(=O)O, Cl, CCOC(OCC)P(=O)(O)CCCN. Yields the product NCCCP(=O)(O)C1SCCS1. RXN SMILES: [CH2:15]([CH2:16][SH:17])[SH:18].[CH3:20][C:21](=[O:22])[OH:23].[ClH:19].[NH2:1][CH2:2][CH2:3][CH2:4][P:5]([OH:6])(=[O:7])[CH:8]([O:9][CH2:10][CH3:11])[O:12][CH2:13][CH3:14]>>[NH2:1][CH2:2][CH2:3][CH2:4][P:5]([OH:6])(=[O:7])[CH:8]1[S:17][CH2:16][CH2:15][S:18]1. Reactants: CN(C=O)c1ccccc1, Cc1ccccc1, Nc1nccs1, O=P(Cl)(Cl)Cl. Product: CN(C=Nc1nccs1)c1ccccc1. RXN SMILES: [CH3:1][N:2]([c:3]1[cH:4][cH:5][cH:6][cH:7][cH:8]1)[CH:9]=[O:10].[CH3:22][c:23]1[cH:24][cH:25][cH:26][cH:27][cH:28]1.[NH2:11][c:12]1[s:13][cH:14][cH:15][n:16]1.[P:17]([Cl:18])([Cl:19])([Cl:20])=[O:21]>>[CH3:1][N:2]([c:3]1[cH:4][cH:5][cH:6][cH:7][cH:8]1)[CH:9]=[N:11][c:12]1[s:13][cH:14][cH:15][n:16]1. The reactants are FC1=CC=C(CN(C2=NC=CC=C2)CCN(CCCN)C)C=C1 (N-[2-[N-(4-fluorobenzyl)-N-(2-pyridyl)amino]ethyl]-N-methyl-1,3-propanediamine), CN(C)CC1=CC=C(CSCCNC(C[N+](=O)[O-])SC)O1 (1-[2-[[5-[(dimethylamino)methyl]furfuryl]thio]ethyl]amino-1-methylthio-2-nitroethane). Product: CN(C)CC1=CC=C(CSCCNC(=C[N+](=O)[O-])NCCCN(C)CCN(C2=NC=CC=C2)CC2=CC=C(C=C2)F)O1 (N-[2-[[5-[(dimethylamino)methyl]furfuryl]thio]ethyl]-N'-[3-[N-[2-[N-(4-fluorobenzyl)-N-(2-pyridyl)amino]ethyl]-N-methylamino]propyl]-2-nitro-1,1-ethenediamine). Reaction SMILES: [F:1][C:2]1[CH:23]=[CH:22][C:5]([CH2:6][N:7]([CH2:14][CH2:15][N:16]([CH3:21])[CH2:17][CH2:18][CH2:19][NH2:20])[C:8]2[CH:13]=[CH:12][CH:11]=[CH:10][N:9]=2)=[CH:4][CH:3]=1.[CH3:24][N:25]([CH2:27][C:28]1[O:44][C:31]([CH2:32][S:33][CH2:34][CH2:35][NH:36][CH:37](SC)[CH2:38][N+:39]([O-:41])=[O:40])=[CH:30][CH:29]=1)[CH3:26]>>[CH3:26][N:25]([CH2:27][C:28]1[O:44][C:31]([CH2:32][S:33][CH2:34][CH2:35][NH:36][C:37]([NH:20][CH2:19][CH2:18][CH2:17][N:16]([CH2:15][CH2:14][N:7]([CH2:6][C:5]2[CH:22]=[CH:23][C:2]([F:1])=[CH:3][CH:4]=2)[C:8]2[CH:13]=[CH:12][CH:11]=[CH:10][N:9]=2)[CH3:21])=[CH:38][N+:39]([O-:41])=[O:40])=[CH:30][CH:29]=1)[CH3:24]. Reported procedure: Preparation is effected analogously to Example 22, using 0.54 g (1.7 mmol) of N-[2-[N-(4-fluorobenzyl)-N-(2-pyridyl)amino]ethyl]-N-methyl-1,3-propanediamine and the equimolar amount of 1-[2-[[5-[(dimethylamino)methyl]furfuryl]thio]ethyl]amino-1-methylthio-2-nitroethane as starting materials. Working up by chromatography analogously to Example 22 yields the purified title compound in the form of a viscous oil; MS (+FAB method): m/z (rel. int. [%])=600 ([M+H]+, 12), 109 (100). For further analysis... Reactants: ClC1=CC=C(C=C1)C(N1C[C@@H](CC1)NC(C1=CC=C(C=C1)OC(F)(F)F)=O)C1=CC=C(C=C1)Cl ((3R)-1-[bis-(4-chlorophenyl)methyl]-3-[[4-(trifluoromethoxy)benzoyl]amino]pyrrolidine), C1(CCCCC1)P(C1=C(C=CC=C1)C1=C(C=CC=C1)N(C)C)C1CCCCC1 (2-(dicyclohexylphosphino)-2′-(N,N-dimethylamino)biphenyl), C1(CCCC1)N (cyclopentylamine), C[Si](C)(C)[N-][Si](C)(C)C.[Li+].O1CCCC1 (lithium bis(trimethylsilyl)amide tetrahydrofuran). Reagents/catalysts: C=1C=CC(=CC1)/C=C/C(=O)/C=C/C2=CC=CC=C2.C=1C=CC(=CC1)/C=C/C(=O)/C=C/C2=CC=CC=C2.C=1C=CC(=CC1)/C=C/C(=O)/C=C/C2=CC=CC=C2.[Pd].[Pd] (tris(dibenzylideneacetone)dipalladium). The solvent is C(C)(=O)OCC (ethyl acetate), O (water). Run at temperature 110 celsius, time 10 minute. Yields the product C1(CCCC1)NC1=CC=C(C=C1)C(N1C[C@@H](CC1)NC(C1=CC=C(C=C1)OC(F)(F)F)=O)C1=CC=C(C=C1)NC1CCCC1 ((3R)-1-[bis-[4-(cyclopentylamino)phenyl]methyl]-3-[[4-(trifluoromethoxy)benzoyl]amino]pyrrolidine). The yield is 32.0%. As a reaction SMILES: Cl[C:2]1[CH:7]=[CH:6][C:5]([CH:8]([C:28]2[CH:33]=[CH:32][C:31](Cl)=[CH:30][CH:29]=2)[N:9]2[CH2:13][CH2:12][C@@H:11]([NH:14][C:15](=[O:27])[C:16]3[CH:21]=[CH:20][C:19]([O:22][C:23]([F:26])([F:25])[F:24])=[CH:18][CH:17]=3)[CH2:10]2)=[CH:4][CH:3]=1.C1(P(C2CCCCC2)C2C=CC=CC=2C2[CH:53]=[CH:52][CH:51]=[CH:50][C:49]=2[N:54](C)C)CCCCC1.[CH:63]1([NH2:68])[CH2:67][CH2:66][CH2:65][CH2:64]1.C[Si]([N-][Si](C)(C)C)(C)C.[Li+].O1CCCC1>C(OCC)(=O)C.C1C=CC(/C=C/C(/C=C/C2C=CC=CC=2)=O)=CC=1.C1C=CC(/C=C/C(/C=C/C2C=CC=CC=2)=O)=CC=1.C1C=CC(/C=C/C(/C=C/C2C=CC=CC=2)=O)=CC=1.[Pd].[Pd].O>[CH:63]1([NH:68][C:2]2[CH:7]=[CH:6][C:5]([CH:8]([C:28]3[CH:33]=[CH:32][C:31]([NH:54][CH:49]4[CH2:50][CH2:51][CH2:52][CH2:53]4)=[CH:30][CH:29]=3)[N:9]3[CH2:13][CH2:12][C@@H:11]([NH:14][C:15](=[O:27])[C:16]4[CH:21]=[CH:20][C:19]([O:22][C:23]([F:26])([F:25])[F:24])=[CH:18][CH:17]=4)[CH2:10]3)=[CH:4][CH:3]=2)[CH2:67][CH2:66][CH2:65][CH2:64]1 |f:3.4.5,7.8.9.10.11|. Procedure details: A mixture of the compound obtained in Example 1 (50 mg), tris(dibenzylideneacetone)dipalladium (0.9 mg), 2-(dicyclohexylphosphino)-2′-(N,N-dimethylamino)biphenyl (1.5 mg), cyclopentylamine (24 μL) and 1.0M lithium bis(trimethylsilyl)amide/tetrahydrofuran (0.35 mL) was stirred at 110° C. for 10 minutes by using Microwave Synthetic System (Discover; CEM Ltd.). The reaction mixture was diluted with ethyl acetate and thereto was added water. The organic layer was separated and evaporated in vacuo. T... The reactants are CCOC(=O)CCc1ccc(O)c(C)c1, Cc1nc(-c2ccc(C(F)(F)F)cc2)ccc1CCl. Yields the product CCOC(=O)CCc1ccc(OCc2ccc(-c3ccc(C(F)(F)F)cc3)nc2C)c(C)c1. Reaction SMILES: [CH2:1]([CH3:2])[O:3][C:4]([CH2:5][CH2:6][c:7]1[cH:8][c:9]([CH3:14])[c:10]([OH:13])[cH:11][cH:12]1)=[O:15].[Cl:16][CH2:17][c:18]1[c:19]([CH3:34])[n:20][c:21](-[c:24]2[cH:25][cH:26][c:27]([C:30]([F:31])([F:32])[F:33])[cH:28][cH:29]2)[cH:22][cH:23]1>>[CH2:1]([CH3:2])[O:3][C:4]([CH2:5][CH2:6][c:7]1[cH:8][c:9]([CH3:14])[c:10]([O:13][CH2:17][c:18]2[c:19]([CH3:34])[n:20][c:21](-[c:24]3[cH:25][cH:26][c:27]([C:30]([F:31])([F:32])[F:33])[cH:28][cH:29]3)[cH:22][cH:23]2)[cH:11][cH:12]1)=[O:15].